This data is from the Open Reaction Database (ORD), a public repository of structured organic reaction records. The task is: describe an organic reaction: reactants, conditions, products, and yield Starting materials: BrC1=CC=C2C=CN(C2=C1)CC1=CC=C(C=C1)C(C)(C)C (6-bromo-1-[4-(tert-butyl)benzyl]-1H-indole), FC(C1=CC=C(C=C1)B(O)O)(F)F (4-trifluoromethylbenzeneboronic acid), C([O-])([O-])=O.[Na+].[Na+] (sodium carbonate). The reagents and catalysts are C=1C=CC(=CC1)[P](C=2C=CC=CC2)(C=3C=CC=CC3)[Pd]([P](C=4C=CC=CC4)(C=5C=CC=CC5)C=6C=CC=CC6)([P](C=7C=CC=CC7)(C=8C=CC=CC8)C=9C=CC=CC9)[P](C=1C=CC=CC1)(C=1C=CC=CC1)C=1C=CC=CC1 (tetrakis(triphenylphosphine)palladium). Solvent: C(C)O (ethanol), O (water), C1(=CC=CC=C1)C (toluene). The product is C(C)(C)(C)C1=CC=C(CN2C=CC3=CC=C(C=C23)C2=CC=C(C=C2)C(F)(F)F)C=C1 (1-[4-(tert-butyl)benzyl]-6-[4-(trifluoromethyl)phenyl]-1-H-indole). Isolated yield 67.3%. Reaction SMILES: Br[C:2]1[CH:10]=[C:9]2[C:5]([CH:6]=[CH:7][N:8]2[CH2:11][C:12]2[CH:17]=[CH:16][C:15]([C:18]([CH3:21])([CH3:20])[CH3:19])=[CH:14][CH:13]=2)=[CH:4][CH:3]=1.[F:22][C:23]([F:34])([F:33])[C:24]1[CH:29]=[CH:28][C:27](B(O)O)=[CH:26][CH:25]=1.C(=O)([O-])[O-].[Na+].[Na+]>O.C(O)C.C1(C)C=CC=CC=1.C1C=CC([P]([Pd]([P](C2C=CC=CC=2)(C2C=CC=CC=2)C2C=CC=CC=2)([P](C2C=CC=CC=2)(C2C=CC=CC=2)C2C=CC=CC=2)[P](C2C=CC=CC=2)(C2C=CC=CC=2)C2C=CC=CC=2)(C2C=CC=CC=2)C2C=CC=CC=2)=CC=1>[C:18]([C:15]1[CH:16]=[CH:17][C:12]([CH2:11][N:8]2[C:9]3[C:5](=[CH:4][CH:3]=[C:2]([C:27]4[CH:28]=[CH:29][C:24]([C:23]([F:34])([F:33])[F:22])=[CH:25][CH:26]=4)[CH:10]=3)[CH:6]=[CH:7]2)=[CH:13][CH:14]=1)([CH3:21])([CH3:20])[CH3:19] |f:2.3.4,^1:55,57,76,95|. Procedure details: Following the procedure described in Step 2 of Example 5, 6-bromo-1-[4-(tert-butyl)benzyl]-1H-indole (0.490 g, 1.43 mmol) was coupled to 4-trifluoromethylbenzeneboronic acid (0.300 g, 1.58 mmol), using tetrakis(triphenylphosphine)palladium (0.0560 g, 0.0484 mmol) and sodium carbonate (0.615 g, 5.80 mmol) in water (2.8 mL), ethanol (1.4 mL) and toluene (10 mL). Purification by flash chromatography using hexane as an eluant afforded 1-[4-(tert-butyl)benzyl]-6-[4-(trifluoromethyl)phenyl]-1-H-indole...